Task: describe an organic reaction: reactants, conditions, products, and yield. Dataset: the Open Reaction Database (ORD), a public repository of structured organic reaction records Reactants: NC=1C=CC(=C(C1)O)C (5-amino-2-methylphenol), N1=CC(=CC=C1)C=O (3-pyridinecarboxaldehyde), C(C)(=O)O[BH-](OC(C)=O)OC(C)=O.[Na+] (sodium triactoxyborohydride). Solvent: CC(=O)O (AcOH), C(CCl)Cl (ClCH2CH2Cl). Conditions: temperature 24 celsius, time 18 hour. Product: CC1=C(C=C(C=C1)NCC=1C=NC=CC1)O (2-methyl-5-[(pyridin-3-ylmethyl)amino]-phenol). Yield: 84.0%. As a reaction SMILES: [NH2:1][C:2]1[CH:3]=[CH:4][C:5]([CH3:9])=[C:6]([OH:8])[CH:7]=1.[N:10]1[CH:15]=[CH:14][CH:13]=[C:12]([CH:16]=O)[CH:11]=1.C(O[BH-](OC(=O)C)OC(=O)C)(=O)C.[Na+]>CC(O)=O.C(Cl)CCl>[CH3:9][C:5]1[CH:4]=[CH:3][C:2]([NH:1][CH2:16][C:12]2[CH:11]=[N:10][CH:15]=[CH:14][CH:13]=2)=[CH:7][C:6]=1[OH:8] |f:2.3|. Procedure: A mixture of 5-amino-2-methylphenol 1 (1.23 g, 10 mmol), 3-pyridinecarboxaldehyde 2 (1.18 g, 11 mmol) and sodium triactoxyborohydride (3.18 g, 15 mmol) in 1% AcOH in ClCH2CH2Cl (25 mL) was stirred for 18 h at 24° C. and evaporated under reduced pressure. To the solid residue was added water-ice (50 g) and the mixture was stirred for 0.5 h. The resulting precipitate was collected, washed and dried in vacuo to give 2-methyl-5-[(pyridin-3-ylmethyl)amino]-phenol 3 (1.8 g, 84% yield): 1HNMR (400 MHz,... Starting materials: CN1CCN(CC1)C=1C=CC=C2CCC3(CC12)OCCO3 (3',4'-Dihydro-8'-[4-methyl(piperazin-1-yl)]-spiro-[1,3-dioxolane-2,2'(1H)-naphthalene]), Cl (hydrochloric acid). Solvent: O1CCCC1 (tetrahydrofuran). Conditions: temperature 0 celsius, time 3.5 hour. Yields the product CN1CCN(CC1)C=1C=CC=C2CCC(CC12)=O (8-[4-Methyl(piperazin-1-yl)]-2-tetralone). The yield is 94.7%. RXN SMILES: [CH3:1][N:2]1[CH2:7][CH2:6][N:5]([C:8]2[CH:9]=[CH:10][CH:11]=[C:12]3[C:17]=2[CH2:16][C:15]2(OCC[O:18]2)[CH2:14][CH2:13]3)[CH2:4][CH2:3]1.Cl>O1CCCC1>[CH3:1][N:2]1[CH2:7][CH2:6][N:5]([C:8]2[CH:9]=[CH:10][CH:11]=[C:12]3[C:17]=2[CH2:16][C:15](=[O:18])[CH2:14][CH2:13]3)[CH2:4][CH2:3]1. Procedure details: 3',4'-Dihydro-8'-[4-methyl(piperazin-1-yl)]-spiro-[1,3-dioxolane-2,2'(1H)-naphthalene] (1.0 g, 3.5 mmol) was dissolved in freshly distilled tetrahydrofuran (50 mL) and the solution was cooled to 0° C. To the solution was added 2 M hydrochloric acid (10 mL) and after 5 min the cooling bath was removed. The reaction mixture was stirred at ambient temperature for 3.5 h. Tetrahydrofuran was removed in vacuo and the residue was mixed with methylene chloride (100 mL) and cooled on ice-bath. To the mix... The reactants are BrC=1C=C(C=CC1)CC#N (3-Bromophenylacetonitrile), BrCCBr (1,2-dibromoethane), Ice water. Reagents/catalysts: [Cl-].C(C1=CC=CC=C1)[N+](CC)(CC)CC (benzyltriethylammonium chloride). Run in [OH-].[Na+] (sodium hydroxide). Reaction conditions: time 8 hour. The product is BrC=1C=C(C=CC1)C1(CC1)C#N (1-(3-Bromophenyl)cyclopropanecarbonitrile). Yield: 95.0%. Reaction SMILES: [Br:1][C:2]1[CH:3]=[C:4]([CH2:8][C:9]#[N:10])[CH:5]=[CH:6][CH:7]=1.Br[CH2:12][CH2:13]Br>[Cl-].C([N+](CC)(CC)CC)C1C=CC=CC=1.[OH-].[Na+]>[Br:1][C:2]1[CH:3]=[C:4]([C:8]2([C:9]#[N:10])[CH2:13][CH2:12]2)[CH:5]=[CH:6][CH:7]=1 |f:2.3,4.5|. Reported procedure: 3-Bromophenylacetonitrile (5.0 g, 26 mmol) and 1,2-dibromoethane (6.6 mL, 77 mmol) were added to a solution of benzyltriethylammonium chloride (0.30 g, 1.3 mmol) in 50% sodium hydroxide aqueous solution (20 mL), and the mixture was stirred at room temperature overnight. Ice-water (70 mL) was added to the reaction mixture, and the whole was extracted with ethyl acetate (50 mL). The organic layer was washed with brine (30 mL), and dried over anhydrous magnesium sulfate. After the solvent was evapo... Starting materials: COC(C1=CC(=C(C=C1)C)NC(=O)N(C1CCCCC1)C=1N(N=C2C=CC=CC12)C1=CC=C(C=C1)Cl)=O (3-{3-[2-(4-chloro-phenyl)-2H-indazol-3-yl]-3-cyclohexyl-ureido}-4-methyl-benzoic acid methyl ester), [OH-].[Li+] (lithium hydroxide). Run in C(C)(C)OC(=O)C.[Cl-].[Na+].O (iPrOAc brine). Yields the product ClC1=CC=C(C=C1)N1N=C2C=CC=CC2=C1N(C(NC=1C=C(C(=O)O)C=CC1C)=O)C1CCCCC1 (3-{3-[2-(4-Chloro-phenyl)-2H-indazol-3-yl]-3-cyclohexyl-ureido}-4-methyl-benzoic acid). Reaction SMILES: C[O:2][C:3](=[O:37])[C:4]1[CH:9]=[CH:8][C:7]([CH3:10])=[C:6]([NH:11][C:12]([N:14]([C:21]2[N:22]([C:30]3[CH:35]=[CH:34][C:33]([Cl:36])=[CH:32][CH:31]=3)[N:23]=[C:24]3[C:29]=2[CH:28]=[CH:27][CH:26]=[CH:25]3)[CH:15]2[CH2:20][CH2:19][CH2:18][CH2:17][CH2:16]2)=[O:13])[CH:5]=1.[OH-].[Li+]>C(OC(C)=O)(C)C.[Cl-].[Na+].O>[Cl:36][C:33]1[CH:32]=[CH:31][C:30]([N:22]2[C:21]([N:14]([CH:15]3[CH2:20][CH2:19][CH2:18][CH2:17][CH2:16]3)[C:12](=[O:13])[NH:11][C:6]3[CH:5]=[C:4]([CH:9]=[CH:8][C:7]=3[CH3:10])[C:3]([OH:37])=[O:2])=[C:29]3[C:24]([CH:25]=[CH:26][CH:27]=[CH:28]3)=[N:23]2)=[CH:35][CH:34]=1 |f:1.2,3.4.5.6|. Reported procedure: In analogy to the procedure described in example 2.2, 3-{3-[2-(4-chloro-phenyl)-2H-indazol-3-yl]-3-cyclohexyl-ureido}-4-methyl-benzoic acid methyl ester was treated with 1 N aqueous lithium hydroxide solution in THF/MeOH 1/1 for 14 h at ambient temperature to give the title compound as yellow solid. MS: m/e=503.3 [M+H+]. Starting materials: S(N)(=O)(=O)Cl (sulfamoyl chloride), C1(=CC=CC=C1)CCCCCO (5-phenyl-1-pentanol). Product: S(N)(=O)(=O)OCCCCCC1=CC=CC=C1 (Benzenepentanol sulfamate). As a reaction SMILES: [S:1](Cl)(=[O:4])(=[O:3])[NH2:2].[C:6]1([CH2:12][CH2:13][CH2:14][CH2:15][CH2:16][OH:17])[CH:11]=[CH:10][CH:9]=[CH:8][CH:7]=1>>[S:1]([O:17][CH2:16][CH2:15][CH2:14][CH2:13][CH2:12][C:6]1[CH:11]=[CH:10][CH:9]=[CH:8][CH:7]=1)(=[O:4])(=[O:3])[NH2:2]. Procedure details: The title compound was prepared by procedures of Example 33 from sulfamoyl chloride and 5-phenyl-1-pentanol. The oil obtained was further purified by chromatography using a column with methylene chloride as eluting agent. Evaporation of appropriate fractions gave a viscous oil which solidified on standing. The solid was recrystallized from ethyl ether-petroleum ether (bp range 30°-60° C.) to give the title compound as white solid, mp 63°-66° C. in 60% yield. Starting materials: Cl (HCl), [H-].[H-].[H-].[H-].[Li+].[Al+3] (LiAlH4), C(C1=CC=CC=C1)C1=C(O[C@H]2[C@H](CC3=CC=CC=C23)NC(=O)OC(C)(C)C)C=CC=C1 ((±)cis-1-(2-benzylphenoxy)-2-tert-butoxycarbonylaminoindane). Solvent: O1CCCC1 (tetrahydrofuran), O1CCCC1 (tetrahydrofuran). Yields the product Cl.C(C1=CC=CC=C1)C1=C(O[C@H]2[C@H](CC3=CC=CC=C23)NC)C=CC=C1 ((±)cis-1-(2-Benzylphenoxy)-2-methylaminoindane Hydrochloride). As a reaction SMILES: [H-].[H-].[H-].[H-].[Li+].[Al+3].[CH2:7]([C:14]1[CH:37]=[CH:36][CH:35]=[CH:34][C:15]=1[O:16][C@@H:17]1[C:25]2[C:20](=[CH:21][CH:22]=[CH:23][CH:24]=2)[CH2:19][C@@H:18]1[NH:26][C:27](OC(C)(C)C)=O)[C:8]1[CH:13]=[CH:12][CH:11]=[CH:10][CH:9]=1.[ClH:38]>O1CCCC1>[ClH:38].[CH2:7]([C:14]1[CH:37]=[CH:36][CH:35]=[CH:34][C:15]=1[O:16][C@@H:17]1[C:25]2[C:20](=[CH:21][CH:22]=[CH:23][CH:24]=2)[CH2:19][C@@H:18]1[NH:26][CH3:27])[C:8]1[CH:9]=[CH:10][CH:11]=[CH:12][CH:13]=1 |f:0.1.2.3.4.5,9.10|. Procedure: To a solution of LiAlH4 (436 mg, 12 mmol) in dry tetrahydrofuran (30 ml) under nitrogen was added dropwise a solution of (±)cis-1-(2-benzylphenoxy)-2-tert-butoxycarbonylaminoindane (500 mg, 1.2 mmol) in dry tetrahydrofuran (10 ml). The reaction was heated at reflux for 2 h then cooled with an ice/water bath and quenched with the minimum of water. The reaction was filtered and dried over Na2 SO4. Solvents were removed in vacuo and the residue subjected to column chromatography on silica gel eluti... Procedure details: To a stirred and cooled solution of 58.1 parts of (4-chloro-3-nitrophenyl)phenylmethanone in 240 parts of methanol were added portionwise 4.4 parts of sodium tetrahydroborate. Upon complete addition, stirring was continued for 30 minutes at room temperature. The reaction mixture was evaporated. The residue was taken up in water and the product was extracted with dichloromethane. The extract was dried, filtered and evaporated, yielding 58 parts (99.9%) of 4-chloro-3-nitro-α-phenylbenzenemethanol ... The product is 58, ClC1=C(C=C(C=C1)C(O)C1=CC=CC=C1)[N+](=O)[O-] (4-chloro-3-nitro-α-phenylbenzenemethanol). Solvent: CO (methanol). Isolated yield 99.9%. RXN SMILES: [Cl:1][C:2]1[CH:7]=[CH:6][C:5]([C:8]([C:10]2[CH:15]=[CH:14][CH:13]=[CH:12][CH:11]=2)=[O:9])=[CH:4][C:3]=1[N+:16]([O-:18])=[O:17].[BH4-].[Na+]>CO>[Cl:1][C:2]1[CH:7]=[CH:6][C:5]([CH:8]([C:10]2[CH:15]=[CH:14][CH:13]=[CH:12][CH:11]=2)[OH:9])=[CH:4][C:3]=1[N+:16]([O-:18])=[O:17] |f:1.2|. Run at time 30 minute. Starting materials: 58.1, ClC1=C(C=C(C=C1)C(=O)C1=CC=CC=C1)[N+](=O)[O-] ((4-chloro-3-nitrophenyl)phenylmethanone), [BH4-].[Na+] (sodium tetrahydroborate).